This data is from the Open Reaction Database (ORD), a public repository of structured organic reaction records. The task is: describe an organic reaction: reactants, conditions, products, and yield Starting materials: crystals, C1=CC=CC=2C3=CC=CC=C3C(C(C12)=O)=O (9,10-phenanthrenequinone), N(N)C=1SC2=C(N1)C=CC=C2 (2-hydrazinobenzothiazole), C1=CC=CC=2C3=CC=CC=C3C(C(C12)=O)=O (9,10-phenanthrenequinone). The solvent is C(C)(=O)O (acetic acid). Conditions: temperature 105 celsius. Product: S1C(=NC2=C1C=CC=C2)N=NC2=C(C1=CC=CC=C1C=1C=CC=CC21)O (10-(2-benzothiazolylazo)-9-phenanthrol). RXN SMILES: [CH:1]1[C:14]2[C:13](=O)[C:12](=[O:16])[C:11]3[C:6](=[CH:7][CH:8]=[CH:9][CH:10]=3)[C:5]=2[CH:4]=[CH:3][CH:2]=1.[NH:17]([C:19]1[S:20][C:21]2[CH:27]=[CH:26][CH:25]=[CH:24][C:22]=2[N:23]=1)[NH2:18]>C(O)(=O)C>[S:20]1[C:21]2[CH:27]=[CH:26][CH:25]=[CH:24][C:22]=2[N:23]=[C:19]1[N:17]=[N:18][C:13]1[C:14]2[CH:1]=[CH:2][CH:3]=[CH:4][C:5]=2[C:6]2[C:11](=[CH:10][CH:9]=[CH:8][CH:7]=2)[C:12]=1[OH:16]. Reported procedure: A reaction flask was loaded with acetic acid (50 ml) and 9,10-phenanthrenequinone (4.2 g), and the temperature was raised to 105° C. with stirring to dissolve 9,10-phenanthrenequinone. To this mixture, 2-hydrazinobenzothiazole (3.3 g) was added in three hours. After stirring at 100 to 110° C. for one hour, the reaction mixture was filtrated. The filtrated crystals were washed with methanol and dried to give intended crystals (3.9 g). Reactants: B(Br)(Br)Br (BBr3), C([O-])(O)=O.[Na+] (sodium bicarbonate), BrC1=C(N=C2N(C1=O)C=C(C=C2)F)C(C)NC(OCC2=CC=CC=C2)=O (Benzyl 1-(3-bromo-7-fluoro-4-oxo-4H-pyrido[1,2-a]pyrimidin-2-yl)ethylcarbamate), O (Water). Run in ClCCl (dichloromethane), ClCCl (dichloromethane). Reaction conditions: time 50 minute. Product: NC(C)C=1N=C2N(C(C1Br)=O)C=C(C=C2)F (2-(1-Aminoethyl)-3-bromo-7-fluoro-4H-pyrido[1,2-a]pyrimidin-4-one). Isolated yield 104.9%. Reaction SMILES: [Br:1][C:2]1[C:7](=[O:8])[N:6]2[CH:9]=[C:10]([F:13])[CH:11]=[CH:12][C:5]2=[N:4][C:3]=1[CH:14]([NH:16]C(=O)OCC1C=CC=CC=1)[CH3:15].B(Br)(Br)Br.O.C(=O)(O)[O-].[Na+]>ClCCl>[NH2:16][CH:14]([C:3]1[N:4]=[C:5]2[CH:12]=[CH:11][C:10]([F:13])=[CH:9][N:6]2[C:7](=[O:8])[C:2]=1[Br:1])[CH3:15] |f:3.4|. Procedure details: E2 (312 mg, 0.74 mmol) was dissolved in 18 mL of anhydrous dichloromethane. BBr3 (3.7 mL, 1M in dichloromethane) was added dropwise at −10° C. under nitrogen. Stirring was continued at −10° C. for 50 min., then at room temperature for 45 min. Water was added to quench the reaction. The dichloromethane layer was set aside. The aqueous layer was adjusted to pH 8 with sodium bicarbonate and extracted with 30% isopropanol in chloroform 4 times. The dichloromethane layer was washed with brine and the... Starting materials: ClC1=CC=C(C=C1)C1=CC=C(N=N1)Cl (6-(p-chlorophenyl)-3-chloropyridazine), O.NN (hydrazine hydrate). The solvent is C(CCC)O (butanol). The product is ClC1=CC=C(C=C1)C1=CC=C(N=N1)NN (6-(p-chlorophenyl)-3-hydrazinopyridazine). RXN SMILES: [Cl:1][C:2]1[CH:7]=[CH:6][C:5]([C:8]2[N:13]=[N:12][C:11](Cl)=[CH:10][CH:9]=2)=[CH:4][CH:3]=1.O.[NH2:16][NH2:17]>C(O)CCC>[Cl:1][C:2]1[CH:7]=[CH:6][C:5]([C:8]2[N:13]=[N:12][C:11]([NH:16][NH2:17])=[CH:10][CH:9]=2)=[CH:4][CH:3]=1 |f:1.2|. Reported procedure: A mixture of 10.0 g. of 6-(p-chlorophenyl)-3-chloropyridazine, 6.6 g. of hydrazine hydrate and 150 ml. of butanol is heated at reflux overnight. The reaction mixture is cooled and the precipitate is collected by filtration, washed with butanol and water and then dried yielding 6-(p-chlorophenyl)-3-hydrazinopyridazine.